describe an organic reaction: reactants, conditions, products, and yield From a dataset of the Open Reaction Database (ORD), a public repository of structured organic reaction records. Reactants: ClCC(=O)CCl (1,3-Dichloroacetone), NC=1SC(=CN1)/C=C/C(=O)OCC ((E)-ethyl 3-(2-aminothiazol-5-yl)acrylate), CCO (EtOH). Reaction conditions: temperature 80 celsius. The product is C(C)OCC=1N=C2SC(=CN2C1)/C=C/C(=O)OCC ((E)-ethyl 3-(6-(ethoxymethyl)imidazo[2,1-b]thiazol-2-yl)acrylate). RXN SMILES: Cl[CH2:2][C:3]([CH2:5]Cl)=O.[NH2:7][C:8]1[S:9][C:10](/[CH:13]=[CH:14]/[C:15]([O:17][CH2:18][CH3:19])=[O:16])=[CH:11][N:12]=1.[CH3:20][CH2:21][OH:22]>>[CH2:21]([O:22][CH2:5][C:3]1[N:7]=[C:8]2[N:12]([CH:2]=1)[CH:11]=[C:10](/[CH:13]=[CH:14]/[C:15]([O:17][CH2:18][CH3:19])=[O:16])[S:9]2)[CH3:20]. Reported procedure: 1,3-Dichloroacetone (0.252 g, 2 mmol) was added to a solution of (E)-ethyl 3-(2-aminothiazol-5-yl)acrylate (0.199 g, 1 mmol) in EtOH (5 mL). The solution was heated at 80° C. overnight in a closed vial. The reaction mixture was then evaporated and the residue was treated with a saturated NaHCO3 solution (20 mL). It was extracted with EtOAc (30 mL). The organic layer was separated, dried over Na2SO4, filtered and evaporated. The crude was purified by silica gel column chromatography (50-100% grad... The reactants are CN(C)C=O, ClCOc1ccc(Cl)cc1Cl, C1CCOC1, COC(=O)c1ccccc1S. Yields the product COC(=O)c1ccccc1SCOc1ccc(Cl)cc1Cl. Reaction SMILES: [CH3:28][N:29]([CH3:30])[CH:31]=[O:32].[Cl:12][c:13]1[c:14]([O:20][CH2:21][Cl:22])[cH:15][cH:16][c:17]([Cl:19])[cH:18]1.[O:23]1[CH2:24][CH2:25][CH2:26][CH2:27]1.[SH:1][c:2]1[c:3]([C:4](=[O:5])[O:6][CH3:7])[cH:8][cH:9][cH:10][cH:11]1>>[S:1]([c:2]1[c:3]([C:4](=[O:5])[O:6][CH3:7])[cH:8][cH:9][cH:10][cH:11]1)[CH2:21][O:20][c:14]1[c:13]([Cl:12])[cH:18][c:17]([Cl:19])[cH:16][cH:15]1. The reagents and catalysts are [Br-].C(CCC)[N+](CCCC)(CCCC)CCCC (tetrabutylammonium bromide). Procedure details: The procedure of Experiment 1 was repeated employing 1.0 g of racemic styrene oxide, 4 ml of 1,2-dichloroethane, 2 ml of water, 596 mg of potassium cyanide, and 267 mg of tetrabutylammonium bromide. After 6 hours of heating at reflux, the reaction mixture was cooled and worked up extracting with methylene chloride. Proton nuclear magnetic resonance analysis indicated the desired product contaminated with the phase transfer catalyst. Solvent: O (water). The reactants are C1C(C2=CC=CC=C2)O1 (racemic styrene oxide), ClCCCl (1,2-dichloroethane), [C-]#N.[K+] (potassium cyanide). The product is C1(=CC=CC=C1)C(CC#N)O (3-phenyl-3-hydroxypropanenitrile). As a reaction SMILES: [CH2:1]1[O:9][CH:2]1[C:3]1[CH:8]=[CH:7][CH:6]=[CH:5][CH:4]=1.ClCCCl.[C-:14]#[N:15].[K+]>[Br-].C([N+](CCCC)(CCCC)CCCC)CCC.O>[C:3]1([CH:2]([OH:9])[CH2:1][C:14]#[N:15])[CH:8]=[CH:7][CH:6]=[CH:5][CH:4]=1 |f:2.3,4.5|. Reactants: O (water), C(#N)C=1C=NC=CC1C1=CC=C(C=C1)C (3-cyano-4-(4-tolyl)pyridine), BrN1C(CCC1=O)=O (N-bromosuccinimide), C(C1=CC=CC=C1)(=O)OOC(C1=CC=CC=C1)=O (dibenzoylperoxide). Run in C(Cl)Cl (CH2Cl2), C(Cl)(Cl)(Cl)Cl (CCl4). Product: C(#N)C=1C=NC=CC1C1=CC=C(C=C1)CBr (3-Cyano-4-(4-bromomethylphenyl)pyridine). As a reaction SMILES: [C:1]([C:3]1[CH:4]=[N:5][CH:6]=[CH:7][C:8]=1[C:9]1[CH:14]=[CH:13][C:12]([CH3:15])=[CH:11][CH:10]=1)#[N:2].[Br:16]N1C(=O)CCC1=O.C(OOC(=O)C1C=CC=CC=1)(=O)C1C=CC=CC=1.O>C(Cl)(Cl)(Cl)Cl.C(Cl)Cl>[C:1]([C:3]1[CH:4]=[N:5][CH:6]=[CH:7][C:8]=1[C:9]1[CH:14]=[CH:13][C:12]([CH2:15][Br:16])=[CH:11][CH:10]=1)#[N:2]. Reported procedure: A solution of 3-cyano-4-(4-tolyl)pyridine (485 mg, 2.66 mmol), N-bromosuccinimide (929 mg, 5.22 mmol), and dibenzoylperoxide (64 mg, 0.266 mmol) in CCl4 (15 mL) was heated to reflux for 6 h. The mixture was cooled and water (50 mL) and CH2Cl2 (30 mL) were added. The organic layer was dried (MgSO4) and purified by flash chromatography (10% EtOAc/hexanes). The product is not kept in concentrated form for more than 5 minutes and stored only in CH2Cl2 at 0° C. to minimize polymerization. Starting materials: Cc1cc(COc2ccc(C3=NOC(C=O)C3)cc2)c2ccccc2n1, COP(=O)(CC(=O)OC(C)(C)C)OC, [H-], [Na+], CN(C)C=O. Yields the product Cc1cc(COc2ccc(C3=NOC(C=CC(=O)OC(C)(C)C)C3)cc2)c2ccccc2n1. Reaction SMILES: [CH3:17][c:18]1[n:19][c:20]2[cH:21][cH:22][cH:23][cH:24][c:25]2[c:26]([CH2:28][O:29][c:30]2[cH:31][cH:32][c:33]([C:36]3=[N:37][O:38][CH:39]([CH:41]=[O:42])[CH2:40]3)[cH:34][cH:35]2)[cH:27]1.[CH3:1][O:2][P:3]([O:4][CH3:5])(=[O:6])[CH2:7][C:8](=[O:9])[O:10][C:11]([CH3:12])([CH3:13])[CH3:14].[H-:15].[Na+:16].[O:43]=[CH:44][N:45]([CH3:46])[CH3:47]>>[CH:7]([C:8](=[O:9])[O:10][C:11]([CH3:12])([CH3:13])[CH3:14])=[CH:41][CH:39]1[O:38][N:37]=[C:36]([c:33]2[cH:32][cH:31][c:30]([O:29][CH2:28][c:26]3[c:25]4[c:20]([n:19][c:18]([CH3:17])[cH:27]3)[cH:21][cH:22][cH:23][cH:24]4)[cH:35][cH:34]2)[CH2:40]1. Reactants: ClC1=C(C=CC2=C1C(=NC(C(N2C)=O)(C)C)C2=C(C=CC=C2)F)NC(=O)NCCO (1-[6-chloro-5-(o-fluorophenyl)-2,3-dihydro-1,3,3-trimethyl-2-oxo-1H-1,4-benzodiazepin-7-yl]-3-(2-hydroxyethyl)urea), ClC1=C(C=CC=C1)C1=NC(C(N(C2=C1C=C(C=C2)N=C=O)CCO)=O)(C)C ([5-(o-chlorophenyl)-2,3-dihydro-1-(2-hydroxyethyl)-3,3-dimethyl-2-oxo-1H-1,4-benzodiazepin-7-yl]isocyanate). Yields the product NC=1C=CC2=C(C(=NC(C(N2CCO)=O)(C)C)C2=C(C=CC=C2)Cl)C1 (7-amino-5-(o-chlorophenyl)-1,3-dihydro-1-(2-hydroxyethyl)-3,3-dimethyl-2H-1,4-benzodiazepin-2-one). RXN SMILES: ClC1C2C(C3C=CC=CC=3F)=NC(C)(C)C(=O)N(C)C=2C=CC=1NC(NCCO)=O.[Cl:31][C:32]1[CH:37]=[CH:36][CH:35]=[CH:34][C:33]=1[C:38]1[C:44]2[CH:45]=[C:46]([N:49]=C=O)[CH:47]=[CH:48][C:43]=2[N:42]([CH2:52][CH2:53][OH:54])[C:41](=[O:55])[C:40]([CH3:57])([CH3:56])[N:39]=1>>[NH2:49][C:46]1[CH:47]=[CH:48][C:43]2[N:42]([CH2:52][CH2:53][OH:54])[C:41](=[O:55])[C:40]([CH3:56])([CH3:57])[N:39]=[C:38]([C:33]3[CH:34]=[CH:35][CH:36]=[CH:37][C:32]=3[Cl:31])[C:44]=2[CH:45]=1. Procedure: From 6.5 g (0.018 mol) of 7-amino-5-(o-chlorophenyl)-1,3-dihydro-1-(2-hydroxyethyl)-3,3-dimethyl-2H-1,4-benzodiazepin-2-one there is obtained, in analogy to the details in paragraph (b) of Example 4, via [5-(o-chlorophenyl)-2,3-dihydro-1-(2-hydroxyethyl)-3,3-dimethyl-2-oxo-1H-1,4-benzodiazepin-7-yl]isocyanate, 1,-[5-o-chlorophenyl)-2,3-dihydro-1-(2-hydroxyethyl)-3,3-dimethyl-2-oxo-1H-1,4-benzodiazepin-7-yl]-3-(2-hydroxyethyl)urea of melting point 175°-176° (ethanol/ethyl acetate).